This data is from the Open Reaction Database (ORD), a public repository of structured organic reaction records. The task is: describe an organic reaction: reactants, conditions, products, and yield Starting materials: C(C#C)O (2-propyn-1-ol), potassium tert.-butylate, ice water, CC(=CCBr)C (3,3-dimethylallyl bromide). The solvent is O1CCCC1 (tetrahydrofuran). Run at time 3 hour. The product is CC(=CCOCC#C)C (1-[(3-methyl-2-butenyl)oxy]-2-propyne). RXN SMILES: [CH2:1]([OH:4])[C:2]#[CH:3].[CH3:5][C:6]([CH3:10])=[CH:7][CH2:8]Br>O1CCCC1>[CH3:5][C:6]([CH3:10])=[CH:7][CH2:8][O:4][CH2:1][C:2]#[CH:3]. Procedure details: A solution of 6.5 ml (0.11 mol) of 2-propyn-1-ol in 80 ml of tetrahydrofuran was treated at -78° under argon with 13.5 g (0.12 mol) of potassium tert.-butylate. The mixture was stirred at -78° for 3 hours, 14.1 ml (0.12 mol) of 3,3-dimethylallyl bromide were then added and the mixture was again stirred at -78° for 3 hours and at room temperature for 20 hours. The reaction mixture was poured into ice/water and extracted twice with ether. The combined organic phases were dried over magnesium sulph... The reactants are ClC1=NN2C(C=3CCCCC13)=NC=C2 (6-chloro-7,8,9,10-tetrahydroimidazo[2,1-a]phthalazine), N1CCCCC1 (piperidine), CC(=O)C (acetone). Run in C(Cl)Cl (methylene chloride). The product is N1(CCCCC1)C1=NN2C(C=3CCCCC13)=NC=C2 (6-(1-piperidinyl)-7,8,9,10-tetrahydroimidazo[2,1-a]phthalazine). Reaction SMILES: Cl[C:2]1[C:11]2[CH2:10][CH2:9][CH2:8][CH2:7][C:6]=2[C:5]2=[N:12][CH:13]=[CH:14][N:4]2[N:3]=1.[NH:15]1[CH2:20][CH2:19][CH2:18][CH2:17][CH2:16]1.CC(C)=O>C(Cl)Cl>[N:15]1([C:2]2[C:11]3[CH2:10][CH2:9][CH2:8][CH2:7][C:6]=3[C:5]3=[N:12][CH:13]=[CH:14][N:4]3[N:3]=2)[CH2:20][CH2:19][CH2:18][CH2:17][CH2:16]1. Reported procedure: A mixture was prepared by adding 15 g of 6-chloro-7,8,9,10-tetrahydroimidazo[2,1-a]phthalazine to 30.5 g of piperidine and the mixture was heated at reflux for 72 hours. The mixture was subjected to preparative liquid chromatography using 15% acetone in methylene chloride to separate the desired product from the impurities. The appropriate fractions from the chromatography were combined and the solvent was evaporated under reduced pressure. The resulting solid was collected by filtration and dri... Reactants: ClC=1C=C(CN2CCN(CC2)C2=C(C=CC=C2)N)C=CC1Cl (2-[4-(3,4-dichlorobenzyl)-piperazin-1-yl]-phenylamine), C1(=CC=C(C=C1)S(=O)(=O)Cl)C (p-toluenesulfonyl chloride). Solvent: C(C)N(CC)CC (triethylamine), ClCCl (dichloromethane). The product is ClC=1C=C(CN2CCN(CC2)C2=C(C=CC=C2)NS(=O)(=O)C2=CC=C(C=C2)C)C=CC1Cl (N-{2-[4-(3,4-dichloro-benzyl)-piperazin-1-yl]-phenyl}-4-methyl-benzenesulfonamide). RXN SMILES: [Cl:1][C:2]1[CH:3]=[C:4]([CH:19]=[CH:20][C:21]=1[Cl:22])[CH2:5][N:6]1[CH2:11][CH2:10][N:9]([C:12]2[CH:17]=[CH:16][CH:15]=[CH:14][C:13]=2[NH2:18])[CH2:8][CH2:7]1.[C:23]1([CH3:33])[CH:28]=[CH:27][C:26]([S:29](Cl)(=[O:31])=[O:30])=[CH:25][CH:24]=1>C(N(CC)CC)C.ClCCl>[Cl:1][C:2]1[CH:3]=[C:4]([CH:19]=[CH:20][C:21]=1[Cl:22])[CH2:5][N:6]1[CH2:7][CH2:8][N:9]([C:12]2[CH:17]=[CH:16][CH:15]=[CH:14][C:13]=2[NH:18][S:29]([C:26]2[CH:27]=[CH:28][C:23]([CH3:33])=[CH:24][CH:25]=2)(=[O:31])=[O:30])[CH2:10][CH2:11]1. Reported procedure: 2-[4-(3,4-dichlorobenzyl)-piperazin-1-yl]-phenylamine (45 mg) was dissolved in a solution of triethylamine in dichloromethane (3 mL, 0.29 M in triethylamine). This solution was added to a test tube containing p-toluenesulfonyl chloride (60 mg). After standing at ambient temperature for several days, the reaction was directly passed through a small pad of silica and eluted with 10% ethyl acetate in hexanes, then with 50% ethyl acetate in hexanes. Solvent removal left 57.5 mg of the product: MS m/... Reactants: O=C([O-])[O-], COC(=O)CCC(C)=CCc1c(NC(=O)C(F)(F)F)c2c(c(C)c1OC)COC2=O, CN(C)C=O, CI, [K+], [K+]. Product: COC(=O)CCC(C)=CCc1c(OC)c(C)c2c(c1N(C)C(=O)C(F)(F)F)C(=O)OC2. As a reaction SMILES: [C:31](=[O:32])([O-:33])[O-:34].[CH3:1][O:2][c:3]1[c:4]([CH2:21][CH:22]=[C:23]([CH2:24][CH2:25][C:26](=[O:27])[O:28][CH3:29])[CH3:30])[c:5]([NH:14][C:15]([C:16]([F:17])([F:18])[F:19])=[O:20])[c:6]2[c:10]([c:11]1[CH3:12])[CH2:9][O:8][C:7]2=[O:13].[CH3:39][N:40]([CH3:41])[CH:42]=[O:43].[I:37][CH3:38].[K+:35].[K+:36]>>[CH3:1][O:2][c:3]1[c:4]([CH2:21][CH:22]=[C:23]([CH2:24][CH2:25][C:26](=[O:27])[O:28][CH3:29])[CH3:30])[c:5]([N:14]([C:15]([C:16]([F:17])([F:18])[F:19])=[O:20])[CH3:31])[c:6]2[c:10]([c:11]1[CH3:12])[CH2:9][O:8][C:7]2=[O:13]. Reactants: Br (HBr), C1(=CC=C(C=C1)CN1CCN(CC=2C=CC=C(CN(CCN(CC=3C=CC=C(C1)N3)S(=O)(=O)C3=CC=C(C=C3)C)S(=O)(=O)C3=CC=C(C=C3)C)N2)S(=O)(=O)C2=CC=C(C=C2)C)CN2CCN(CC=3C=CC=C(CN(CCN(CC=1C=CC=C(C2)N1)S(=O)(=O)C1=CC=C(C=C1)C)S(=O)(=O)C1=CC=C(C=C1)C)N3)S(=O)(=O)C3=CC=C(C=C3)C (17,17'-[1,4-phenylenebis(methylene)]bis[3,6,14-tris(p-toluenesulphonyl)-3,6,14,17,23,24-hexaazatricyclo[17.3.1.18,12 ]tetracosa-1(23),8,10,12(24),19,21-hexaene]), OS(=O)(=O)O (H2SO4), [OH-].[Na+] (NaOH). The solvent is CCO (EtOH). Reaction conditions: time 15 minute. Product: Br.Br.Br.Br.Br.Br.Br.Br.C1(=CC=C(C=C1)CN1CCNCC=2C=CC=C(CNCCNCC=3C=CC=C(C1)N3)N2)CN2CCNCC=3C=CC=C(CNCCNCC=1C=CC=C(C2)N1)N3 (17,17'-[1,4-phenylenebis(methylene)]bis-3,6,14,17,23,24-hexaazatricyclo-[17.3.1.18,12 ]tetracosa-1(23),8,10,12(24),19,21-hexaene octahydrobromide). Isolated yield 58.0%. RXN SMILES: [C:1]1([CH2:62][N:63]2[CH2:84][C:83]3[N:85]=[C:79]([CH:80]=[CH:81][CH:82]=3)[CH2:78][N:77](S(C3C=CC(C)=CC=3)(=O)=O)[CH2:76][CH2:75][N:74](S(C3C=CC(C)=CC=3)(=O)=O)[CH2:73][C:72]3[N:106]=[C:68]([CH:69]=[CH:70][CH:71]=3)[CH2:67][N:66](S(C3C=CC(C)=CC=3)(=O)=O)[CH2:65][CH2:64]2)[CH:6]=[CH:5][C:4]([CH2:7][N:8]2[CH2:29][C:28]3[N:30]=[C:24]([CH:25]=[CH:26][CH:27]=3)[CH2:23][N:22](S(C3C=CC(C)=CC=3)(=O)=O)[CH2:21][CH2:20][N:19](S(C3C=CC(C)=CC=3)(=O)=O)[CH2:18][C:17]3[N:51]=[C:13]([CH:14]=[CH:15][CH:16]=3)[CH2:12][N:11](S(C3C=CC(C)=CC=3)(=O)=O)[CH2:10][CH2:9]2)=[CH:3][CH:2]=1.OS(O)(=O)=O.[OH-].[Na+].[BrH:124]>CCO>[BrH:124].[BrH:124].[BrH:124].[BrH:124].[BrH:124].[BrH:124].[BrH:124].[BrH:124].[C:4]1([CH2:7][N:8]2[CH2:29][C:28]3[N:30]=[C:24]([CH:25]=[CH:26][CH:27]=3)[CH2:23][NH:22][CH2:21][CH2:20][NH:19][CH2:18][C:17]3[N:51]=[C:13]([CH:14]=[CH:15][CH:16]=3)[CH2:12][NH:11][CH2:10][CH2:9]2)[CH:5]=[CH:6][C:1]([CH2:62][N:63]2[CH2:84][C:83]3[N:85]=[C:79]([CH:80]=[CH:81][CH:82]=3)[CH2:78][NH:77][CH2:76][CH2:75][NH:74][CH2:73][C:72]3[N:106]=[C:68]([CH:69]=[CH:70][CH:71]=3)[CH2:67][NH:66][CH2:65][CH2:64]2)=[CH:2][CH:3]=1 |f:2.3,6.7.8.9.10.11.12.13.14|. Reported procedure: A solution of 17,17'-[1,4-phenylenebis(methylene)]bis[3,6,14-tris(p-toluenesulphonyl)-3,6,14,17,23,24-hexaazatricyclo[17.3.1.18,12 ]tetracosa-1(23),8,10,12(24),19,21-hexaene] (280 mg, 0.166 mmol) in cone H2SO4 (2 ml) was stirred at 110° C. for 2 hours. The dark brown solution was cooled to room temperature and the pH adjusted to 14 with the addition of 10N NaOH. The aqueous phase was extracted with CHCl3 (20 ml, x 3), the combined organic phases were dried over MgSO4 and concentrated in vacuo th... Reaction SMILES: [Cl:1][C:2]1[CH:25]=[CH:24][C:5]([CH2:6][N:7]2[C:15]3[C:10](=[CH:11][C:12](/[CH:16]=[C:17]4/[C:18](=[O:23])[NH:19][C:20](=[O:22])[S:21]/4)=[CH:13][CH:14]=3)[CH:9]=[N:8]2)=[C:4]([C:26]([F:29])([F:28])[F:27])[CH:3]=1.Br[CH2:31][CH2:32]Cl.[NH:34]1[CH2:39][CH2:38][CH:37]([CH:40]([OH:43])[CH2:41][OH:42])[CH2:36][CH2:35]1>>[Cl:1][C:2]1[CH:25]=[CH:24][C:5]([CH2:6][N:7]2[C:15]3[C:10](=[CH:11][C:12](/[CH:16]=[C:17]4/[C:18](=[O:23])[N:19]([CH2:31][CH2:32][N:34]5[CH2:39][CH2:38][CH:37]([CH:40]([OH:43])[CH2:41][OH:42])[CH2:36][CH2:35]5)[C:20](=[O:22])[S:21]/4)=[CH:13][CH:14]=3)[CH:9]=[N:8]2)=[C:4]([C:26]([F:27])([F:29])[F:28])[CH:3]=1. Reactants: ClC1=CC(=C(CN2N=CC3=CC(=CC=C23)\C=C/2\C(NC(S2)=O)=O)C=C1)C(F)(F)F ((5Z)-5-({1-[4-chloro-2-(trifluoromethyl)benzyl]-1H-indazol-5-yl}methylidene)-2,4-dioxo-1,3-thiazolidine), BrCCCl (1-bromo-2-chloroethane), N1CCC(CC1)C(CO)O (1-piperidin-4-ylethane-1,2-diol). Reported procedure: (5Z)-5-({1-[4-Chloro-2-(trifluoromethyl)benzyl]-1H-indazol-5-yl}methylidene)-3-{2-[4-(1,2-dihydroxyethyl)piperidin-1-yl]ethyl}-1,3-thiazolidine-2,4-dione was prepared from [(5Z)-5-({1-[4-chloro-2-(trifluoromethyl)benzyl]-1H-indazol-5-yl}methylidene)-2,4-dioxo-1,3-thiazolidine (from Example 1), 1-bromo-2-chloroethane and 1-piperidin-4-ylethane-1,2-diol following General Procedure G. Product: ClC1=CC(=C(CN2N=CC3=CC(=CC=C23)\C=C/2\C(N(C(S2)=O)CCN2CCC(CC2)C(CO)O)=O)C=C1)C(F)(F)F ((5Z)-5-({1-[4-Chloro-2-(trifluoromethyl)benzyl]-1H-indazol-5-yl}methylidene)-3-{2-[4-(1,2-dihydroxyethyl)piperidin-1-yl]ethyl}-1,3-thiazolidine-2,4-dione). Reactants: CO, CCCCc1c(Cl)cc(CO)nc1Cl. Yields the product CCCCc1c(Cl)cc(CO)nc1OC. As a reaction SMILES: [CH3:15][OH:16].[OH:1][CH2:2][c:3]1[n:4][c:5]([Cl:14])[c:6]([CH2:10][CH2:11][CH2:12][CH3:13])[c:7]([Cl:9])[cH:8]1>>[OH:1][CH2:2][c:3]1[n:4][c:5]([O:16][CH3:15])[c:6]([CH2:10][CH2:11][CH2:12][CH3:13])[c:7]([Cl:9])[cH:8]1. The reactants are FCC1(CC1)S(=O)(=O)NC(=O)[C@]12NC([C@H]3N(C([C@H]([C@@H](CC(CC\C=C/[C@@H]1C2)C)C)NC(OC(C)(C)C)=O)=O)C[C@@H](C3)OC3=CC(=NC2=CC(=CC=C32)OC)C3=CC=C(C=C3)OC(C)C)=O (tert-butyl (2R,6S,7R,13aS,14aR,16aS,Z)-14a-(1-(fluoromethyl)cyclopropylsulfonylcarbamoyl)-2-(2-(4-isopropoxyphenyl)-7-methoxyquinolin-4-yloxy)-7,9-dimethyl-5,16-dioxo-1,2,3,5,6,7,8,9,10,11,13a,14,14a,15,16,16a-hexadecahydrocyclopropa[e]pyrrolo[1,2-a][1,4]diazacyclopentadecin-6-ylcarbamate), Cl (HCl). The solvent is O1CCOCC1 (dioxane). Reaction conditions: time 30 minute. Product: Cl.N[C@H]1[C@@H](C[C@@H](CC\C=C/[C@H]2[C@](NC([C@H]3N(C1=O)C[C@@H](C3)OC3=CC(=NC1=CC(=CC=C31)OC)C3=CC=C(C=C3)OC(C)C)=O)(C2)C(=O)NS(=O)(=O)C2(CC2)CF)C)C ((2R,6S,7R,9R,13aS,14aR,16aS,Z)-6-amino-N-(1-(fluoromethyl)cyclopropylsulfonyl)-2-(2-(4-isopropoxyphenyl)-7-methoxyquinolin-4-yloxy)-7,9-dimethyl-5,16-dioxo-1,2,3,5,6,7,8,9,10,11,13a,14,14a,15,16,16a-hexadecahydrocyclopropa[e]pyrrolo[1,2-a][1,4]diazacyclopentadecine-14a-carboxamide hydrochloride). The yield is 90.0%. RXN SMILES: [F:1][CH2:2][C:3]1([S:6]([NH:9][C:10]([C@@:12]23[CH2:27][C@H:26]2[CH:25]=[CH:24][CH2:23][CH2:22][CH:21]([CH3:28])[CH2:20][C@@H:19]([CH3:29])[C@H:18]([NH:30]C(=O)OC(C)(C)C)[C:17](=[O:38])[N:16]2[CH2:39][C@H:40]([O:42][C:43]4[C:52]5[C:47](=[CH:48][C:49]([O:53][CH3:54])=[CH:50][CH:51]=5)[N:46]=[C:45]([C:55]5[CH:60]=[CH:59][C:58]([O:61][CH:62]([CH3:64])[CH3:63])=[CH:57][CH:56]=5)[CH:44]=4)[CH2:41][C@H:15]2[C:14](=[O:65])[NH:13]3)=[O:11])(=[O:8])=[O:7])[CH2:5][CH2:4]1.[ClH:66]>O1CCOCC1>[ClH:66].[NH2:30][C@@H:18]1[C:17](=[O:38])[N:16]2[CH2:39][C@H:40]([O:42][C:43]3[C:52]4[C:47](=[CH:48][C:49]([O:53][CH3:54])=[CH:50][CH:51]=4)[N:46]=[C:45]([C:55]4[CH:60]=[CH:59][C:58]([O:61][CH:62]([CH3:64])[CH3:63])=[CH:57][CH:56]=4)[CH:44]=3)[CH2:41][C@H:15]2[C:14](=[O:65])[NH:13][C@:12]2([C:10]([NH:9][S:6]([C:3]3([CH2:2][F:1])[CH2:4][CH2:5]3)(=[O:7])=[O:8])=[O:11])[CH2:27][C@H:26]2[CH:25]=[CH:24][CH2:23][CH2:22][C@@H:21]([CH3:28])[CH2:20][C@H:19]1[CH3:29] |f:3.4|. Procedure: A solution of tert-butyl (2R,6S,7R,13aS,14aR,16aS,Z)-14a-(1-(fluoromethyl)cyclopropylsulfonylcarbamoyl)-2-(2-(4-isopropoxyphenyl)-7-methoxyquinolin-4-yloxy)-7,9-dimethyl-5,16-dioxo-1,2,3,5,6,7,8,9,10,11,13a,14,14a,15,16,16a-hexadecahydrocyclopropa[e]pyrrolo[1,2-a][1,4]diazacyclopentadecin-6-ylcarbamate (130 mg, 0.14 mmole) was added to a solution of HCl in dioxane (4N, 5 mL) and the solution was stirred at room temperature for 30 min. The solvent was evaporated under reduced pressure to get crud... As a reaction SMILES: [CH3:1][N:2]1[C:19](=[O:20])[CH2:18][CH2:17][C@@:16]2([CH3:21])[C:3]1=[CH:4][CH2:5][C@@H:6]1[C@@H:15]2[CH2:14][CH2:13][C@@:11]2([CH3:12])[C@H:7]1[CH2:8][CH2:9][C@@H:10]2[C:22](O)=[O:23].[CH2:25]([NH:32][CH2:33][C:34]1[CH:39]=[CH:38][CH:37]=[CH:36][CH:35]=1)[C:26]1[CH:31]=[CH:30][CH:29]=[CH:28][CH:27]=1>>[CH2:33]([N:32]([CH2:25][C:26]1[CH:31]=[CH:30][CH:29]=[CH:28][CH:27]=1)[C:22]([C@H:10]1[CH2:9][CH2:8][C@H:7]2[C@H:6]3[C@H:15]([CH2:14][CH2:13][C@:11]12[CH3:12])[C@:16]1([CH3:21])[C:3]([N:2]([CH3:1])[C:19](=[O:20])[CH2:18][CH2:17]1)=[CH:4][CH2:5]3)=[O:23])[C:34]1[CH:39]=[CH:38][CH:37]=[CH:36][CH:35]=1. Procedure details: The title compound was prepared in a yield of 74% in a similar manner to that described in Example 1 by reacting 4-methyl-3-oxo-4-azaandrost-5-ene-17β-carboxylic acid (prepared as described in Preparation 5) and N,N-dibenzylamine. The product is C(C1=CC=CC=C1)N(C(=O)[C@@H]1[C@]2(C)[C@@H](CC1)[C@@H]1CC=C3N(C(CC[C@]3(C)[C@H]1CC2)=O)C)CC2=CC=CC=C2 (N,N-Dibenzyl-4-methyl-3-oxo-4-azaandrost-5-ene-17β-carboxamide). Isolated yield 74.0%. The reactants are CN1C2=CC[C@H]3[C@@H]4CC[C@@H]([C@@]4(C)CC[C@@H]3[C@]2(CCC1=O)C)C(=O)O (4-methyl-3-oxo-4-azaandrost-5-ene-17β-carboxylic acid), C(C1=CC=CC=C1)NCC1=CC=CC=C1 (N,N-dibenzylamine). Reactants: C(C1=CC=CC=C1)OCC1C2(OCCO2)CCC1 (6-Benzyloxymethyl-1,4-dioxaspiro[4.4]nonane), O.C1(=CC=C(C=C1)S(=O)(=O)O)C (p-toluenesulfonic acid monohydrate), C(=O)(O)[O-].[Na+] (NaHCO3). Run in CC(=O)C (acetone), CC(=O)C (acetone). Run at time 100 minute. The product is C(C1=CC=CC=C1)OCC1C(CCC1)=O (2-Benzyloxymethylcyclopentan-1-one). Yield: 136.8%. Reaction SMILES: [CH2:1]([O:8][CH2:9][CH:10]1[CH2:18][CH2:17][CH2:16][C:11]21OCC[O:12]2)[C:2]1[CH:7]=[CH:6][CH:5]=[CH:4][CH:3]=1.O.C1(C)C=CC(S(O)(=O)=O)=CC=1.C([O-])(O)=O.[Na+]>CC(C)=O>[CH2:1]([O:8][CH2:9][CH:10]1[CH2:18][CH2:17][CH2:16][C:11]1=[O:12])[C:2]1[CH:7]=[CH:6][CH:5]=[CH:4][CH:3]=1 |f:1.2,3.4|. Procedure: A mixture of 4 (7.95 g, 32.0 mmol) and p-toluenesulfonic acid monohydrate (0.30 g, 1.58 mmol) in acetone (160 mL) was stirred at ambient temperature for 100 min. The mixture was neutralized with NaHCO3 solution and acetone was evaporated under reduced pressure. The residue was diluted with water and extracted with EtOAc. The combined organic layers were washed with NaCl solution and dried over Na2SO4. Filtration and concentration gave 8.94 g of an oily material, which was purified by column chro...